This data is from the Open Reaction Database (ORD), a public repository of structured organic reaction records. The task is: describe an organic reaction: reactants, conditions, products, and yield Reported procedure: 2-Bromobenzyl bromide was converted into 5-bromotetralone according to the literature (J. Org. Chem. 1984, p4226). Treatment of 5-bromotetralone with selenium dioxide as described in Referene Example 1A yielded 5-bromo-[1,2]naphthoquinone, which was coupled with 2,3-diamino-benzoic acid, diacetate salt, as described in Reference Example 1A to yield the title compound. Yields the product BrC1=C2C=CC(C(C2=CC=C1)=O)=O (5-bromo-[1,2]naphthoquinone). RXN SMILES: BrC1C=CC=CC=1CBr.[Br:10][C:11]1[CH:20]=[CH:19][CH:18]=[C:17]2[C:12]=1[CH2:13][CH2:14][CH2:15][C:16]2=[O:21].[Se](=O)=[O:23]>>[Br:10][C:11]1[CH:20]=[CH:19][CH:18]=[C:17]2[C:12]=1[CH:13]=[CH:14][C:15](=[O:23])[C:16]2=[O:21]. Starting materials: BrC1=C(CBr)C=CC=C1 (2-Bromobenzyl bromide), [Se](=O)=O (selenium dioxide), BrC1=C2CCCC(C2=CC=C1)=O (5-bromotetralone), BrC1=C2CCCC(C2=CC=C1)=O (5-bromotetralone). The reactants are CCOC(=O)Cc1c(CC)n(Cc2cccc(Cl)c2)c2ccc(OC)cc12, CCO, NN, O. The product is CCc1c(CC(=O)NN)c2cc(OC)ccc2n1Cc1cccc(Cl)c1. As a reaction SMILES: [CH2:1]([O:3][C:4](=[O:2])[CH2:5][c:6]1[c:7]([CH2:25][CH3:26])[n:8]([CH2:17][c:18]2[cH:19][c:20]([Cl:24])[cH:21][cH:22][cH:23]2)[c:9]2[cH:10][cH:11][c:12]([O:15][CH3:16])[cH:13][c:14]12)[CH3:27].[CH3:31][CH2:32][OH:33].[NH2:28][NH2:29].[OH2:30]>>[O:3]=[C:4]([CH2:5][c:6]1[c:7]([CH2:25][CH3:26])[n:8]([CH2:17][c:18]2[cH:19][c:20]([Cl:24])[cH:21][cH:22][cH:23]2)[c:9]2[cH:10][cH:11][c:12]([O:15][CH3:16])[cH:13][c:14]12)[NH:28][NH2:29].